The task is: describe an organic reaction: reactants, conditions, products, and yield. This data is from the Open Reaction Database (ORD), a public repository of structured organic reaction records. Reactants: COC(=O)CBr, O=C([O-])[O-], O=C(Nc1ccc(Cl)cc1Cc1ccccc1)C(F)(F)F, [K+], [K+], CN(C)C=O. The product is COC(=O)CN(C(=O)C(F)(F)F)c1ccc(Cl)cc1Cc1ccccc1. Reaction SMILES: [Br:28][CH2:29][C:30](=[O:31])[O:32][CH3:33].[C:1](=[O:2])([O-:3])[O-:4].[CH2:7]([c:8]1[cH:9][cH:10][cH:11][cH:12][cH:13]1)[c:14]1[c:15]([NH:21][C:22]([C:23]([F:24])([F:25])[F:26])=[O:27])[cH:16][cH:17][c:18]([Cl:20])[cH:19]1.[K+:5].[K+:6].[O:34]=[CH:35][N:36]([CH3:37])[CH3:38]>>[CH2:7]([c:8]1[cH:9][cH:10][cH:11][cH:12][cH:13]1)[c:14]1[c:15]([N:21]([C:22]([C:23]([F:24])([F:25])[F:26])=[O:27])[CH2:29][C:30](=[O:31])[O:32][CH3:33])[cH:16][cH:17][c:18]([Cl:20])[cH:19]1. Starting materials: COC(=O)c1ccc(C=Cc2cc3c(cc2CBr)C(C)(C)CCC3(C)C)cc1, CN1CCCC1, c1cn[nH]c1. Yields the product COC(=O)c1ccc(C=Cc2cc3c(cc2Cn2cccn2)C(C)(C)CCC3(C)C)cc1. RXN SMILES: [CH3:1][O:2][C:3]([c:4]1[cH:5][cH:6][c:7]([CH:10]=[CH:11][c:12]2[cH:13][c:14]3[c:19]([cH:20][c:21]2[CH2:22][Br:23])[C:18]([CH3:24])([CH3:25])[CH2:17][CH2:16][C:15]3([CH3:26])[CH3:27])[cH:8][cH:9]1)=[O:28].[CH3:34][N:35]1[CH2:36][CH2:37][CH2:38][CH2:39]1.[nH:29]1[n:30][cH:31][cH:32][cH:33]1>>[CH3:1][O:2][C:3]([c:4]1[cH:5][cH:6][c:7]([CH:10]=[CH:11][c:12]2[cH:13][c:14]3[c:19]([cH:20][c:21]2[CH2:22][n:29]2[n:30][cH:31][cH:32][cH:33]2)[C:18]([CH3:24])([CH3:25])[CH2:17][CH2:16][C:15]3([CH3:26])[CH3:27])[cH:8][cH:9]1)=[O:28]. The reactants are C1COC(C2=CC=C(C=C2)CCl)O1 (4-chloromethylbenzaldehyde ethylene acetal), P(OCC)(OCC)OCC (triethyl phosphite), N1=CC(=CC=C1)C=O (pyridine-3-aldehyde), C[O-].[Na+] (sodium methylate). Run in CN(C=O)C (dimethylformamide), CN(C=O)C (dimethylformamide), C1(=CC=CC=C1)C (toluene). Reaction conditions: temperature 5 celsius. The product is C1COC(C2=CC=C(C=C2)\C=C\C=2C=NC=CC2)O1 (E-4-[2-(3-Pyridyl)ethenyl]benzaldehyde ethylene acetal). Yield: 84.9%. As a reaction SMILES: [CH2:1]1[O:13][CH:4]([C:5]2[CH:10]=[CH:9][C:8]([CH2:11]Cl)=[CH:7][CH:6]=2)[O:3][CH2:2]1.P(OCC)(OCC)OCC.C[O-].[Na+].[N:27]1[CH:32]=[CH:31][CH:30]=[C:29]([CH:33]=O)[CH:28]=1>CN(C)C=O.C1(C)C=CC=CC=1>[CH2:1]1[O:13][CH:4]([C:5]2[CH:10]=[CH:9][C:8](/[CH:11]=[CH:33]/[C:29]3[CH:28]=[N:27][CH:32]=[CH:31][CH:30]=3)=[CH:7][CH:6]=2)[O:3][CH2:2]1 |f:2.3|. Reported procedure: 10.11 g (50.9 mmol) of 4-chloromethylbenzaldehyde ethylene acetal and 8.46 g (50.9 mmol) of triethyl phosphite were heated without solvent, with magnetic stirring, at an oil bath temperature of 200°-210° C. until gas evolution was complete (about 1 h). After cooling, 70 ml of dimethylformamide (filtered through basic alumina, activity I) and 5.5 g (102.0 mmol) of sodium methylate were added. The mixture was cooled to 5° C. and, with magnetic stirring and cooling, a solution of 5.45 g (50.9 mmol)... The reactants are COCC(=O)NC(C(=O)OC(C)(C)C)C(C)(C)C, ClCCl, O=C(O)C(F)(F)F. The product is COCC(=O)NC(C(=O)O)C(C)(C)C. RXN SMILES: [C:1]([CH3:2])([CH3:3])([CH3:4])[O:5][C:6]([CH:7]([C:8]([CH3:9])([CH3:10])[CH3:11])[NH:12][C:13]([CH2:14][O:15][CH3:16])=[O:17])=[O:18].[Cl:26][CH2:27][Cl:28].[OH:19][C:20]([C:21]([F:22])([F:23])[F:24])=[O:25]>>[O:5]=[C:6]([CH:7]([C:8]([CH3:9])([CH3:10])[CH3:11])[NH:12][C:13]([CH2:14][O:15][CH3:16])=[O:17])[OH:18]. Starting materials: C(C)(C)(C)[Si](O[C@@H](COS(=O)(=O)C1=CC=C(C=C1)C)C=1C=NC(=CC1)Cl)(C)C ((R)-toluene-4-sulfonic acid 2-(tert-butyl-dimethyl-silanyloxy)-2-(6-chloro-pyridin-3-yl)-ethyl ester), NC(CC1=CC=C(C=C1)[N+](=O)[O-])(C)C (2-amino-2-methyl-1-(4-nitrophenyl)propane). The solvent is CS(=O)C (DMSO). The product is C(C)(C)(C)[Si](O[C@@H](CNC(CC1=CC=C(C=C1)[N+](=O)[O-])(C)C)C=1C=NC(=CC1)Cl)(C)C ([2(R)-(tert-Butyl-dimethyl-silanyloxy)-2-(6-chloro-pyridin-3-yl)-ethyl]-[1,1-dimethyl-2-(4-nitro-phenyl)-ethyl]-amine). The yield is 63.5%. RXN SMILES: [C:1]([Si:5]([CH3:28])([CH3:27])[O:6][C@H:7]([C:20]1[CH:21]=[N:22][C:23]([Cl:26])=[CH:24][CH:25]=1)[CH2:8]OS(C1C=CC(C)=CC=1)(=O)=O)([CH3:4])([CH3:3])[CH3:2].[NH2:29][C:30]([CH3:42])([CH3:41])[CH2:31][C:32]1[CH:37]=[CH:36][C:35]([N+:38]([O-:40])=[O:39])=[CH:34][CH:33]=1>CS(C)=O>[C:1]([Si:5]([CH3:27])([CH3:28])[O:6][C@H:7]([C:20]1[CH:21]=[N:22][C:23]([Cl:26])=[CH:24][CH:25]=1)[CH2:8][NH:29][C:30]([CH3:42])([CH3:41])[CH2:31][C:32]1[CH:33]=[CH:34][C:35]([N+:38]([O-:40])=[O:39])=[CH:36][CH:37]=1)([CH3:2])([CH3:3])[CH3:4]. Reported procedure: A solution of (R)-toluene-4-sulfonic acid 2-(tert-butyl-dimethyl-silanyloxy)-2-(6-chloro-pyridin-3-yl)-ethyl ester (12.0 g) and 11.4 g of 2-amino-2-methyl-1-(4-nitrophenyl)propane (prepared by the method described in J. Milecki, et al. J. Med. Chem., 30, 1563 (1987)) in DMSO (30 mL) was stirred at 100° C. for 48 h. The reaction solution was partitioned between ethyl ether/water, the resulting organic layer washed with water (3×), brine, dried over sodium sulfate and concentrated in vacuo to affo...